Task: describe an organic reaction: reactants, conditions, products, and yield. Dataset: the Open Reaction Database (ORD), a public repository of structured organic reaction records Reactants: [N+](=O)([O-])C1=CC=C2C=NNC(C2=C1)=O (1,2-Dihydro-7-nitro-1-oxophthalazine), Cl.ClCC1=NC=CC=C1 (2-(chloromethyl)pyridine hydrochloride). The product is [N+](=O)([O-])C1=CC=C2C=NN(C(C2=C1)=O)CC1=NC=CC=C1 (7-nitro-2-(pyridin-2-yl)methyl-2H-phthalazin-1-one). As a reaction SMILES: [N+:1]([C:4]1[CH:13]=[C:12]2[C:7]([CH:8]=[N:9][NH:10][C:11]2=[O:14])=[CH:6][CH:5]=1)([O-:3])=[O:2].Cl.Cl[CH2:17][C:18]1[CH:23]=[CH:22][CH:21]=[CH:20][N:19]=1>>[N+:1]([C:4]1[CH:13]=[C:12]2[C:7]([CH:8]=[N:9][N:10]([CH2:17][C:18]3[CH:23]=[CH:22][CH:21]=[CH:20][N:19]=3)[C:11]2=[O:14])=[CH:6][CH:5]=1)([O-:3])=[O:2] |f:1.2|. Procedure: Step (b) of Example 125 was repeated, except that the compound prepared in step (b) of Example 137 and 2-(chloromethyl)pyridine hydrochloride were used as the starting compounds. Thus, 7-nitro-2-(pyridin-2-yl)methyl-2H-phthalazin-1-one was obtained. Product: C=CCOC(=O)Cc1ccc(-c2ccc(O)cc2Cl)cc1. RXN SMILES: [Cl:10][c:11]1[c:12](-[c:18]2[cH:19][cH:20][c:21]([CH2:24][C:25](=[O:26])[OH:27])[cH:22][cH:23]2)[cH:13][cH:14][c:15]([OH:17])[cH:16]1.[OH2:28].[OH:1][CH2:2][CH:3]=[CH2:4].[S:5](=[O:6])(=[O:7])([OH:8])[OH:9].[cH:29]1[cH:30][cH:31][cH:32][cH:33][cH:34]1>>[CH2:2]=[CH:3][CH2:4][O:27][C:25]([CH2:24][c:21]1[cH:20][cH:19][c:18](-[c:12]2[c:11]([Cl:10])[cH:16][c:15]([OH:17])[cH:14][cH:13]2)[cH:23][cH:22]1)=[O:26]. Starting materials: O=C(O)Cc1ccc(-c2ccc(O)cc2Cl)cc1, O, C=CCO, O=S(=O)(O)O, c1ccccc1. The reactants are NS(=O)(=O)N (aminosulfonamide), C(=O)([O-])[O-].[K+].[K+] (K2CO3), ClCCCS(=O)(=O)N1CCC(CC1)C1=CNC2=C(C=C(C=C12)C1=CSC=C1)C(=O)N (3-{1-[(3-chloropropyl)sulfonyl]-4-piperidinyl}-5-(3-thienyl)-1H-indole-7-carboxamide), N1CCC(CC1)O (4-piperidinol). Product: OC1CCN(CC1)CCCS(=O)(=O)N1CCC(CC1)C1=CNC2=C(C=C(C=C12)C1=CSC=C1)C(=O)N (3-(1-{[3-(4-hydroxy-1-piperidinyl)propyl]sulfonyl}-4-piperidinyl)-5-(3-thienyl)-1H-indole-7-carboxamide). The yield is 11.9%. Reaction SMILES: NS(N)(=O)=O.Cl[CH2:7][CH2:8][CH2:9][S:10]([N:13]1[CH2:18][CH2:17][CH:16]([C:19]2[C:27]3[C:22](=[C:23]([C:33]([NH2:35])=[O:34])[CH:24]=[C:25]([C:28]4[CH:32]=[CH:31][S:30][CH:29]=4)[CH:26]=3)[NH:21][CH:20]=2)[CH2:15][CH2:14]1)(=[O:12])=[O:11].[NH:36]1[CH2:41][CH2:40][CH:39]([OH:42])[CH2:38][CH2:37]1.C([O-])([O-])=O.[K+].[K+]>>[OH:42][CH:39]1[CH2:40][CH2:41][N:36]([CH2:7][CH2:8][CH2:9][S:10]([N:13]2[CH2:18][CH2:17][CH:16]([C:19]3[C:27]4[C:22](=[C:23]([C:33]([NH2:35])=[O:34])[CH:24]=[C:25]([C:28]5[CH:32]=[CH:31][S:30][CH:29]=5)[CH:26]=4)[NH:21][CH:20]=3)[CH2:15][CH2:14]2)(=[O:12])=[O:11])[CH2:37][CH2:38]1 |f:3.4.5|. Procedure: Following the general procedure for aminosulfonamide formation outlined in example 2, 3-{1-[(3-chloropropyl)sulfonyl]-4-piperidinyl}-5-(3-thienyl)-1H-indole-7-carboxamide (40 mg, 0.13 mmol) and 4-piperidinol (0.068 mL, 0.65 mmol) were allowed to react in the presence of K2CO3 (74 mg, 0.65 mmol). The resulting residue was purified by reverse phase HPLC eluting with 10% B to 80% B, where A=H2O (0.1% trifluoroacetic acid) and B=CH3CN (0.1% trifluoroacetic acid) to give the title compound (8.2 mg, 1... The reactants are C(C)(C)(C)OC([C@@H](NC(C1=CC=C(C=C1)N)=O)CCSC)=O (4-aminobenzoylmethionine t-butyl ester), O (water), C(CCCCCCCCCCCCCCC)(=O)OC(CSCCC(=O)O)COC(CCCCCCCCCCCCCCC)=O (6,7-bis(palmitoyloxy)- 4-thiaheptanoic acid). The solvent is N1=CC=CC=C1 (pyridine), phospholic trichloride. Conditions: time 2 hour. The product is C(C)(C)(C)OC([C@@H](NC(C1=CC=C(C=C1)NC(CCSCC(COC(CCCCCCCCCCCCCCC)=O)OC(CCCCCCCCCCCCCCC)=O)=O)=O)CCSC)=O (4-(6,7-bis(palmitoyloxy)-4-thiaheptanoylamino)benzoylmethionine t-butyl ester). Isolated yield 67.8%. Reaction SMILES: [C:1]([O:5][C:6](=[O:22])[C@H:7]([CH2:18][CH2:19][S:20][CH3:21])[NH:8][C:9](=[O:17])[C:10]1[CH:15]=[CH:14][C:13]([NH2:16])=[CH:12][CH:11]=1)([CH3:4])([CH3:3])[CH3:2].[C:23]([O:40][CH:41]([CH2:49][O:50][C:51](=[O:67])[CH2:52][CH2:53][CH2:54][CH2:55][CH2:56][CH2:57][CH2:58][CH2:59][CH2:60][CH2:61][CH2:62][CH2:63][CH2:64][CH2:65][CH3:66])[CH2:42][S:43][CH2:44][CH2:45][C:46](O)=[O:47])(=[O:39])[CH2:24][CH2:25][CH2:26][CH2:27][CH2:28][CH2:29][CH2:30][CH2:31][CH2:32][CH2:33][CH2:34][CH2:35][CH2:36][CH2:37][CH3:38].O>N1C=CC=CC=1>[C:1]([O:5][C:6](=[O:22])[C@H:7]([CH2:18][CH2:19][S:20][CH3:21])[NH:8][C:9](=[O:17])[C:10]1[CH:11]=[CH:12][C:13]([NH:16][C:46](=[O:47])[CH2:45][CH2:44][S:43][CH2:42][CH:41]([O:40][C:23](=[O:39])[CH2:24][CH2:25][CH2:26][CH2:27][CH2:28][CH2:29][CH2:30][CH2:31][CH2:32][CH2:33][CH2:34][CH2:35][CH2:36][CH2:37][CH3:38])[CH2:49][O:50][C:51](=[O:67])[CH2:52][CH2:53][CH2:54][CH2:55][CH2:56][CH2:57][CH2:58][CH2:59][CH2:60][CH2:61][CH2:62][CH2:63][CH2:64][CH2:65][CH3:66])=[CH:14][CH:15]=1)([CH3:4])([CH3:3])[CH3:2]. Reported procedure: To a solution of 4-aminobenzoylmethionine t-butyl ester (160 mg) in pyridine (5 ml), phospholic trichloride (0.022 ml) was added, followed by stirring at room temperature for 2 hours. After addition of 6,7-bis(palmitoyloxy)- 4-thiaheptanoic acid (164 mg) as obtained in Reference Example 4, the reaction mixture was stirred at room temperature for 24 hours. After addition of water, the reaction mixture was extracted with ethyl acetate. The extract was washed with a 5% aqueous solution of citric ac... Starting materials: FC(C=1C=CC=NC1)(F)F (5-trifluoromethylpyridine), ClC1=NC=C(C=C1)C(F)(F)F (2-chloro-5-trifluoromethylpyridine), ClC1=NC(=C(C=C1)C(F)(F)F)Cl (2,6-dichloro-5-trifluoromethylpyridine). Yields the product ClC1=NC=C(C=C1Cl)C(F)(F)F (2,3-dichloro-5-trifluoromethylpyridine), ClC1=NC(=C(C=C1Cl)C(F)(F)F)Cl (2,3,6-trichloro-5-trifluoromethylpyridine). As a reaction SMILES: [Cl:1][C:2]1[CH:7]=[CH:6][C:5]([C:8]([F:11])([F:10])[F:9])=[CH:4][N:3]=1.[Cl:12][C:13]1[CH:18]=[CH:17][C:16]([C:19]([F:22])([F:21])[F:20])=[C:15]([Cl:23])[N:14]=1.FC(F)(F)C1C=CC=NC=1>>[Cl:1][C:2]1[C:7]([Cl:12])=[CH:6][C:5]([C:8]([F:9])([F:10])[F:11])=[CH:4][N:3]=1.[Cl:12][C:13]1[C:18]([Cl:1])=[CH:17][C:16]([C:19]([F:21])([F:22])[F:20])=[C:15]([Cl:23])[N:14]=1. Procedure: The process according to claim 1 wherein 2-chloro-5-trifluoromethylpyridine or 2,6-dichloro-5-trifluoromethylpyridine is used as the 5-trifluoromethylpyridine derivative to produce 2,3-dichloro-5-trifluoromethylpyridine or 2,3,6-trichloro-5-trifluoromethylpyridine, respectively, as the 3-chloro-5-trifluoromethylpyridine derivative.